This data is from the Open Reaction Database (ORD), a public repository of structured organic reaction records. The task is: describe an organic reaction: reactants, conditions, products, and yield Starting materials: Cl (hydrogen chloride), CSC(C(=O)N)(C)C (α-methylmercaptoisobutyric acid amide), N1=CC=CC=C1 (pyridine), 1,3,5-triisopropyl-2,4,6-hexahydrotriazine, C(=O)(Cl)Cl (phosgene), N1=CC=CC=C1 (pyridine), C1(=CC=CC=C1)C (toluene). The solvent is C(OC)COC (dimethoxyethane), C(OC)COC (dimethoxyethane). Reaction conditions: time 2 hour. Yields the product CC(C)(SC)C1=NCN(C(O1)=O)C(C)C (6-(1-methyl-1-methylsulfenylethyl)-3-isopropyl-3,4-dihydro-2H-1,3,5-oxadiazin-2-one), compound 1. As a reaction SMILES: Cl.[CH3:2][S:3][C:4]([CH3:9])([CH3:8])[C:5]([NH2:7])=[O:6].[C:10](Cl)(Cl)=[O:11].[N:14]1[CH:19]=CC=[CH:16][CH:15]=1.[C:20]1(C)C=CC=CC=1>C(COC)OC>[CH3:8][C:4]([C:5]1[O:6][C:10](=[O:11])[N:14]([CH:15]([CH3:20])[CH3:16])[CH2:19][N:7]=1)([S:3][CH3:2])[CH3:9]. Procedure details: 5 g of gaseous hydrogen chloride are introduced at -30° C. into 300 ml of dimethoxyethane, followed by the addition of 6.4 g of 1,3,5-triisopropyl-2,4,6-hexahydrotriazine. The reaction mixture is kept at -20° C., during which time 12 g of α-methylmercaptoisobutyric acid amide are added. The reaction mixture is stirred for 21/2 hours at room temperature. Then, likewise at -20° C., 50 ml of a 20% phosgene solution in toluene and, subsequently, a solution of 15 ml of pyridine in 30 ml of dimethoxye... The reactants are FC1=CC=C2C=C(C(OC2=C1)C(F)(F)F)C(=O)OCC (ethyl 7-fluoro-2-(trifluoromethyl)-2H-chromene-3-carboxylate), C(C(C)C)N (isobutylamine), C(=O)([O-])[O-].[K+].[K+] (K2CO3). Solvent: CN(C)C=O (DMF). Run at temperature 90 celsius. The product is C(C(C)C)NC1=CC=C2C=C(C(OC2=C1)C(F)(F)F)C(=O)OCC (ethyl 7-(isobutylamino)-2-(trifluoromethyl)-2H-chromene-3-carboxylate). Reaction SMILES: F[C:2]1[CH:11]=[C:10]2[C:5]([CH:6]=[C:7]([C:16]([O:18][CH2:19][CH3:20])=[O:17])[CH:8]([C:12]([F:15])([F:14])[F:13])[O:9]2)=[CH:4][CH:3]=1.[CH2:21]([NH2:25])[CH:22]([CH3:24])[CH3:23].C([O-])([O-])=O.[K+].[K+]>CN(C=O)C>[CH2:21]([NH:25][C:2]1[CH:11]=[C:10]2[C:5]([CH:6]=[C:7]([C:16]([O:18][CH2:19][CH3:20])=[O:17])[CH:8]([C:12]([F:15])([F:14])[F:13])[O:9]2)=[CH:4][CH:3]=1)[CH:22]([CH3:24])[CH3:23] |f:2.3.4|. Procedure: A mixture of ethyl 7-fluoro-2-(trifluoromethyl)-2H-chromene-3-carboxylate (0.45 g, 1.54 mmole) and isobutylamine (0.11 g, 1.54 mmole) was dissolved in anhydrous DMF (5 mL), warmed to 90° C. and treated with K2CO3 (0.25 g, 1.84 mmole). The mixture was maintained at 90° C. for 24 hrs, cooled to room temperature, filtered through celite and condensed to a viscous oil (0.53g, 98%). No further purification was performed. LCMS m/z 344.00 (M+H). The reactants are IC=1C=CC=C2C=CC(=CC12)O (8-iodo-2-naphthol), N1C=NC=C1 (imidazole), C(C)(C)[Si](C(C)C)(C(C)C)Cl (triisopropylsilyl chloride). Run in CN(C)C=O (DMF). Reaction conditions: time 4 hour. Product: C(C)(C)[Si](OC1=CC=C2C=CC=C(C2=C1)I)(C(C)C)C(C)C (7-(Triisopropylsilyloxy)-1-iodonaphthalene). As a reaction SMILES: [I:1][C:2]1[CH:3]=[CH:4][CH:5]=[C:6]2[C:11]=1[CH:10]=[C:9]([OH:12])[CH:8]=[CH:7]2.N1C=CN=C1.[CH:18]([Si:21](Cl)([CH:25]([CH3:27])[CH3:26])[CH:22]([CH3:24])[CH3:23])([CH3:20])[CH3:19]>CN(C=O)C>[CH:18]([Si:21]([CH:25]([CH3:27])[CH3:26])([CH:22]([CH3:24])[CH3:23])[O:12][C:9]1[CH:10]=[C:11]2[C:6]([CH:5]=[CH:4][CH:3]=[C:2]2[I:1])=[CH:7][CH:8]=1)([CH3:20])[CH3:19]. Procedure details: To a solution of 8-iodo-2-naphthol, as described in Step A of Example 103 (2.75 g, 10.2 mmol) in dry DMF (25 mL), under argon, were added imidazole (1.39 g, 20.4 mmol) and triisopropylsilyl chloride (2.55 g, 13.2 mmol). The resulting mixture was stirred at ambient temperature for 4 hrs, then quenched with 10% aqueous citric acid (100 mL) and extracted with EtOAc (2×100 mL). The combined organic extracts were washed with water (50 mL), then brine (50 mL), then dried over Na2SO4, filtered, and con... Reactants: solution, C[Si](C)(C)[N-][Si](C)(C)C.[Li+] (lithium bis(trimethylsilyl)amide), ClC1=C(C=CC=C1)C1=C2CCC(N(C2=CC(=C1)OC)C1=C(C=CC=C1Cl)Cl)=O (5-(2-chlorophenyl)-1-(2,6-dichlorophenyl)-3,4-dihydro-7-methoxy-2(1H)-quinolinone), CI (methyl iodide), ClC1=C(C=CC=C1)C1=C2CCC(N(C2=CC(=C1)OC)C1=C(C=CC=C1Cl)Cl)=O (5-(2-chlorophenyl)-1-(2,6-dichlorophenyl)-3,4-dihydro-7-methoxy-2(1H)-quinolinone), ClC1=C(C=CC=C1)C1=C2C=CC(N(C2=CC(=C1)O)C1=C(C=CC=C1Cl)Cl)=O (5-(2-chlorophenyl)-1-(2,6-dichlorophenyl)-7-hydroxyquinolin-2(1H)-one). Solvent: C1CCOC1 (THF), C1CCOC1 (THF), C1CCOC1 (THF). Reaction conditions: temperature -78 celsius, time 30 minute. Yields the product ClC1=C(C=CC=C1)C1=C2CC(C(N(C2=CC(=C1)OC)C1=C(C=CC=C1Cl)Cl)=O)C (5-(2-Chlorophenyl)-1-(2,6-dichlorophenyl)-7-methoxy-3-methyl-3,4-dihydroquinolin-2(1H)-one). Reaction SMILES: C[Si]([N-][Si](C)(C)C)(C)C.[Li+].[Cl:11][C:12]1[CH:17]=[CH:16][CH:15]=[CH:14][C:13]=1[C:18]1[CH:27]=[C:26]([O:28][CH3:29])[CH:25]=[C:24]2[C:19]=1[CH2:20][CH2:21][C:22](=[O:38])[N:23]2[C:30]1[C:35]([Cl:36])=[CH:34][CH:33]=[CH:32][C:31]=1[Cl:37].CI.Cl[C:42]1C=CC=CC=1C1C=C(O)C=C2C=1C=CC(=O)N2C1C(Cl)=CC=CC=1Cl>C1COCC1>[Cl:11][C:12]1[CH:17]=[CH:16][CH:15]=[CH:14][C:13]=1[C:18]1[CH:27]=[C:26]([O:28][CH3:29])[CH:25]=[C:24]2[C:19]=1[CH2:20][CH:21]([CH3:42])[C:22](=[O:38])[N:23]2[C:30]1[C:31]([Cl:37])=[CH:32][CH:33]=[CH:34][C:35]=1[Cl:36] |f:0.1|. Procedure: To 1 mL of THF at −78° C. was added 130 μL of a 1M solution of lithium bis(trimethylsilyl)amide in THF, then a solution of 50 mg of 5-(2-chlorophenyl)-1-(2,6-dichlorophenyl)-7-methoxyquinolin-2(1H)-one (INTERMEDIATE 6) in 2 mL of THF dropwise. The mixture was stirred for 30 min at −78° C.; then 57 mg of methyl iodide was added dropwise. The mixture was stirred 10 min at −78° C., then removed from the bath and allowed to warm to rt. The reaction was quenched by addition of 100 μL of MeOH, then po... Reactants: Cl (Hydrogen chloride), C(C)(C)(C)OC(=O)N[C@H]1CC[C@H](CC1)NC1=C(C(=O)NCC2=CC(=C(C=C2)OC)OC)C=C(C=C1)[N+](=O)[O-] (2-[cis-4-(N-tert-butoxycarbonylamino)cyclohexylamino]-N-(3,4-dimethoxybenzyl)-5-nitrobenzamide). Run in C(C)(=O)OCC (ethyl acetate), C(C)(=O)OCC (ethyl acetate). Run at time 2 hour. Product: N[C@H]1CC[C@H](CC1)NC1=C(C(=O)NCC2=CC(=C(C=C2)OC)OC)C=C(C=C1)[N+](=O)[O-] (2-(Cis-4-aminocyclohexylamino)-N-(3,4-dimethoxybenzyl)-5-nitrobenzamide). Yield: 35.2%. As a reaction SMILES: Cl.C(OC([NH:9][C@@H:10]1[CH2:15][CH2:14][C@H:13]([NH:16][C:17]2[CH:36]=[CH:35][C:34]([N+:37]([O-:39])=[O:38])=[CH:33][C:18]=2[C:19]([NH:21][CH2:22][C:23]2[CH:28]=[CH:27][C:26]([O:29][CH3:30])=[C:25]([O:31][CH3:32])[CH:24]=2)=[O:20])[CH2:12][CH2:11]1)=O)(C)(C)C>C(OCC)(=O)C>[NH2:9][C@@H:10]1[CH2:15][CH2:14][C@H:13]([NH:16][C:17]2[CH:36]=[CH:35][C:34]([N+:37]([O-:39])=[O:38])=[CH:33][C:18]=2[C:19]([NH:21][CH2:22][C:23]2[CH:28]=[CH:27][C:26]([O:29][CH3:30])=[C:25]([O:31][CH3:32])[CH:24]=2)=[O:20])[CH2:12][CH2:11]1. Reported procedure: 4N-Hydrogen chloride solution in ethyl acetate (2 mL) was added to a solution of 2-[cis-4-(N-tert-butoxycarbonylamino)cyclohexylamino]-N-(3,4-dimethoxybenzyl)-5-nitrobenzamide (270 mg) in ethyl acetate (1 mL). The mixture was stirred for 2 hours at ambient temperature. The reaction mixture was concentrated in vacuo. To the residue were added an aqueous saturated sodium bicarbonate solution and ethyl acetate. The appeared precipitates were collected by filtration and washed with ethyl acetate and... Reactants: OC1=C(C=CC=C1)C(C1=CC=C(C=C1)C)=O (2'-hydroxy-4-methylbenzophenone), [I-].[K+] (potassium iodide), C([O-])([O-])=O.[K+].[K+] (potassium carbonate), ClCC#N (chloroacetonitrile). The solvent is CN(C)C=O (DMF). Run at time 2 day. Product: C(#N)COC1=C(C=CC=C1)C(C1=CC=C(C=C1)C)=O (2'-cyanomethoxy-4-methylbenzophenone). Yield: 83.5%. As a reaction SMILES: [OH:1][C:2]1[CH:7]=[CH:6][CH:5]=[CH:4][C:3]=1[C:8](=[O:16])[C:9]1[CH:14]=[CH:13][C:12]([CH3:15])=[CH:11][CH:10]=1.[I-].[K+].C(=O)([O-])[O-].[K+].[K+].Cl[CH2:26][C:27]#[N:28]>CN(C=O)C>[C:27]([CH2:26][O:1][C:2]1[CH:7]=[CH:6][CH:5]=[CH:4][C:3]=1[C:8](=[O:16])[C:9]1[CH:10]=[CH:11][C:12]([CH3:15])=[CH:13][CH:14]=1)#[N:28] |f:1.2,3.4.5|. Procedure details: To a stirred solution of 2'-hydroxy-4-methylbenzophenone (9 g), potassium iodide (8.46 g) and potassium carbonate (8.79 g) in DMF (200 ml) was added chloroacetonitrile (3.85 g) and the mixture was stirred at room temperature for 2 days. The reaction mixture was concentrated to dryness. After the addition of water, the mixture was neutralized with 1N hydrochloric acid and extracted with ethyl acetate. The extract was washed with water, dried and concentrated to dryness. The residue was purified b... The reactants are CC1OC2=C(C1)C=C(C=C2C(=O)OC)S(N)(=O)=O (methyl 2-methyl-5-sulfamoyl-2,3-dihydrobenzofuran-7-carboxylate), C(CCC)N1C(CCC1)CN (1-butyl-2-aminomethylpyrrolidine), O (water). The solvent is C(COCCO)O (diethylene glycol). Run at time 19 hour. Product: C(CCC)N1C(CCC1)CNC(=O)C1=CC(=CC=2CC(OC21)C)S(N)(=O)=O (N-(1-butyl-2-pyrrolidinylmethyl)-2-methyl-5-sulfamoyl-2,3-dihydrobenzofuran-7-carboxamide). Reaction SMILES: [CH3:1][CH:2]1[CH2:6][C:5]2[CH:7]=[C:8]([S:15](=[O:18])(=[O:17])[NH2:16])[CH:9]=[C:10]([C:11]([O:13]C)=O)[C:4]=2[O:3]1.[CH2:19]([N:23]1[CH2:27][CH2:26][CH2:25][CH:24]1[CH2:28][NH2:29])[CH2:20][CH2:21][CH3:22].O>C(O)COCCO>[CH2:19]([N:23]1[CH2:27][CH2:26][CH2:25][CH:24]1[CH2:28][NH:29][C:11]([C:10]1[C:4]2[O:3][CH:2]([CH3:1])[CH2:6][C:5]=2[CH:7]=[C:8]([S:15](=[O:18])(=[O:17])[NH2:16])[CH:9]=1)=[O:13])[CH2:20][CH2:21][CH3:22]. Reported procedure: A suspension of 4.4 g methyl 2-methyl-5-sulfamoyl-2,3-dihydrobenzofuran-7-carboxylate and 3.3 g of 1-butyl-2-aminomethylpyrrolidine in 25 ml of diethylene glycol is heated at 120°-130° C. and stirred for 18-20 hours. The reaction solution is cooled to room temperature and added slowly to 150 ml-200 ml of water while stirring. Under ice-cooling crystals are precipitated thoroughly and collected by suction filtration. The crude crystals are dried and recrystallized from ethyl acetate to give cryst... Reactants: CC(=O)OC(C)=O, Nc1cccc(Cl)c1, O. Product: CC(=O)Nc1cccc(Cl)c1. Reaction SMILES: [CH3:9][C:10](=[O:11])[O:12][C:13](=[O:14])[CH3:15].[Cl:1][c:2]1[cH:3][c:4]([NH2:5])[cH:6][cH:7][cH:8]1.[OH2:16]>>[Cl:1][c:2]1[cH:3][c:4]([NH:5][C:10]([CH3:9])=[O:11])[cH:6][cH:7][cH:8]1. The reactants are BrCc1ccccc1, CCCCCC(=O)Nc1ccc2[nH]cc(Cc3ccc(C(=O)OC)cc3OC)c2c1, CC(C)(C)[O-], Cl, [K+], C1CCOC1. Yields the product CCCCCC(=O)Nc1ccc2c(c1)c(Cc1ccc(C(=O)OC)cc1OC)cn2Cc1ccccc1. RXN SMILES: [Br:37][CH2:38][c:39]1[cH:40][cH:41][cH:42][cH:43][cH:44]1.[C:7]([CH2:8][CH2:9][CH2:10][CH2:11][CH3:12])(=[O:13])[NH:14][c:15]1[cH:16][c:17]2[c:18]([CH2:24][c:25]3[c:26]([O:35][CH3:36])[cH:27][c:28]([C:29](=[O:30])[O:31][CH3:32])[cH:33][cH:34]3)[cH:19][nH:20][c:21]2[cH:22][cH:23]1.[CH3:1][C:2]([CH3:3])([O-:4])[CH3:5].[ClH:45].[K+:6].[O:46]1[CH2:47][CH2:48][CH2:49][CH2:50]1>>[C:7]([CH2:8][CH2:9][CH2:10][CH2:11][CH3:12])(=[O:13])[NH:14][c:15]1[cH:16][c:17]2[c:18]([CH2:24][c:25]3[c:26]([O:35][CH3:36])[cH:27][c:28]([C:29](=[O:30])[O:31][CH3:32])[cH:33][cH:34]3)[cH:19][n:20]([CH2:38][c:39]3[cH:40][cH:41][cH:42][cH:43][cH:44]3)[c:21]2[cH:22][cH:23]1. The reactants are BrC=1C=C(C=C(C1)OCOC)N (3-bromo-5-methoxymethoxy-phenylamine), CC1(C(=O)OC(C1)=O)C (2,2-dimethylsuccinic anhydride), C(=O)(N1C=NC=C1)N1C=NC=C1 (Carbonyldiimidazole). The solvent is C(Cl)Cl (methylene chloride). Conditions: temperature 50 celsius. Yields the product BrC=1C=C(C=C(C1)OCOC)N1C(C(CC1=O)(C)C)=O (1-(3-bromo-5-methoxymethoxy-phenyl)-3,3-dimethyl-pyrrolidine-2,5-dione). Isolated yield 2352.9%. RXN SMILES: [Br:1][C:2]1[CH:3]=[C:4]([NH2:12])[CH:5]=[C:6]([O:8][CH2:9][O:10][CH3:11])[CH:7]=1.[CH3:13][C:14]1([CH3:21])[CH2:19][C:18](=O)[O:17][C:15]1=[O:16].C(N1C=CN=C1)(N1C=CN=C1)=O>C(Cl)Cl>[Br:1][C:2]1[CH:3]=[C:4]([N:12]2[C:18](=[O:17])[CH2:19][C:14]([CH3:21])([CH3:13])[C:15]2=[O:16])[CH:5]=[C:6]([O:8][CH2:9][O:10][CH3:11])[CH:7]=1. Procedure details: To a solution of 3-bromo-5-methoxymethoxy-phenylamine (1.0 g, 4.31 mmol) in methylene chloride (25 ml) was added 2,2-dimethylsuccinic anhydride (580 mg, 0.195 mmol). The mixture was heated to 50° C. (oil bath) for 1 hour and then stirred over night at ambient at which point a large amount of precipitate had formed. Carbonyldiimidazole (839 mg, 5.17 mmol) was added and within 2 minutes a homogeneous solution was obtained. The material was stirred over night and then the crude was adsorbed onto si...